The task is: describe an organic reaction: reactants, conditions, products, and yield. This data is from the Open Reaction Database (ORD), a public repository of structured organic reaction records. Reactants: C1(=CC=CC=C1)P(=O)(C1=CC=CC=C1)Cl (diphenylphosphinic chloride), C(\C=C(/C)\CCC=C(C)C)OC1=CC=C(C(=O)O)C=C1 (4-geranyloxybenzoic acid), NCCC1=CC=NC=C1 (4-(2-aminoethyl)pyridine). Run in C(C)N(CC)CC (triethylamine), C(Cl)(Cl)Cl (chloroform). Reaction conditions: time 30 minute. Yields the product C(\C=C(/C)\CCC=C(C)C)OC1=CC=C(C(=O)NCCC2=CC=NC=C2)C=C1 (4-[2-(4-geranyloxybenzoylamino)ethyl]pyridine). The yield is 85.3%. As a reaction SMILES: [CH2:1]([O:11][C:12]1[CH:20]=[CH:19][C:15]([C:16]([OH:18])=O)=[CH:14][CH:13]=1)/[CH:2]=[C:3](/[CH2:5][CH2:6][CH:7]=[C:8]([CH3:10])[CH3:9])\[CH3:4].C1(P(Cl)(C2C=CC=CC=2)=O)C=CC=CC=1.[NH2:36][CH2:37][CH2:38][C:39]1[CH:44]=[CH:43][N:42]=[CH:41][CH:40]=1>C(Cl)(Cl)Cl.C(N(CC)CC)C>[CH2:1]([O:11][C:12]1[CH:13]=[CH:14][C:15]([C:16]([NH:36][CH2:37][CH2:38][C:39]2[CH:44]=[CH:43][N:42]=[CH:41][CH:40]=2)=[O:18])=[CH:19][CH:20]=1)/[CH:2]=[C:3](/[CH2:5][CH2:6][CH:7]=[C:8]([CH3:9])[CH3:10])\[CH3:4]. Reported procedure: 4-geranyloxybenzoic acid(1.92 g) was dissolved in chloroform(50 ml) and triethylamine(1.96 ml), and then diphenylphosphinic chloride(1.33 ml) was added thereto while being cooled with ice. After being stirred for 30 minutes, the mixture, with 4-(2-aminoethyl)pyridine(0.94 g) added thereto, was stirred for 2 hours at room temperature. The reaction mixture was washed with saturated sodium hydrogencarbonate aqueous solution and saturated brine successively, dried over sodium sulfate anhydride, and ...